Dataset: the Open Reaction Database (ORD), a public repository of structured organic reaction records. Task: describe an organic reaction: reactants, conditions, products, and yield The reactants are [H-].[Na+] (sodium hydride), OCC1(CCCC1)NC(C1=CC=CC=C1)(C1=CC=CC=C1)C1=CC=CC=C1 (1-hydroxymethyl-1-triphenylmethylaminocyclopentane), O1C(=NC2=C1C=CC=C2)C2=CC=C(CBr)C=C2 (4-(benzoxazol -2-yl)benzyl bromide). Run in C1CCOC1 (THF). Run at time 1 hour. Yields the product C1(=CC=CC=C1)C(C1=CC=CC=C1)(C1=CC=CC=C1)NC1(CCCC1)COCC1=CC=C(C=C1)C=1OC2=C(N1)C=CC=C2 (1-triphenylmethylamino(4-[benzoxazol-2-yl]benzyloxymethyl)cyclopentane). As a reaction SMILES: [OH:1][CH2:2][C:3]1([NH:8][C:9]([C:22]2[CH:27]=[CH:26][CH:25]=[CH:24][CH:23]=2)([C:16]2[CH:21]=[CH:20][CH:19]=[CH:18][CH:17]=2)[C:10]2[CH:15]=[CH:14][CH:13]=[CH:12][CH:11]=2)[CH2:7][CH2:6][CH2:5][CH2:4]1.[H-].[Na+].[O:30]1[C:34]2[CH:35]=[CH:36][CH:37]=[CH:38][C:33]=2[N:32]=[C:31]1[C:39]1[CH:46]=[CH:45][C:42]([CH2:43]Br)=[CH:41][CH:40]=1>C1COCC1>[C:16]1([C:9]([NH:8][C:3]2([CH2:2][O:1][CH2:43][C:42]3[CH:45]=[CH:46][C:39]([C:31]4[O:30][C:34]5[CH:35]=[CH:36][CH:37]=[CH:38][C:33]=5[N:32]=4)=[CH:40][CH:41]=3)[CH2:7][CH2:6][CH2:5][CH2:4]2)([C:22]2[CH:23]=[CH:24][CH:25]=[CH:26][CH:27]=2)[C:10]2[CH:15]=[CH:14][CH:13]=[CH:12][CH:11]=2)[CH:17]=[CH:18][CH:19]=[CH:20][CH:21]=1 |f:1.2|. Reported procedure: To a mixture of 1-hydroxymethyl-1-triphenylmethylaminocyclopentane (2.95 g; 8.25 mmol) in 100 ml of THF is added sodium hydride (60%; 0.495 g; 12.38 mmol) and allowed to stir for 1 hr. To this mixture is then added 4-(benzoxazol -2-yl)benzyl bromide (1.90 g; 6.60 mmol) and heated to reflux for 48 hrs. The reaction mixture is quenched with H2O, concentrated in vacuo and flash chromatographed using 7:1; hexane:EtOAc to obtain 1-triphenylmethylamino(4-[benzoxazol-2-yl]benzyloxymethyl)cyclopentane w...